Dataset: the Open Reaction Database (ORD), a public repository of structured organic reaction records. Task: describe an organic reaction: reactants, conditions, products, and yield Starting materials: C(C1=CC=CC=C1)N1CCC(C(=O)N)CC1 (1-benzylisonipecotamide), [H-].[Al+3].[Li+].[H-].[H-].[H-] (lithium aluminum hydride), O (water). Run in O1CCCC1 (tetrahydrofuran). Reaction conditions: temperature 0 celsius. Product: NCC1CCN(CC1)CC1=CC=CC=C1 (4-Aminomethyl-1-benzylpiperidine). Yield: 97.1%. As a reaction SMILES: [CH2:1]([N:8]1[CH2:16][CH2:15][CH:11]([C:12]([NH2:14])=O)[CH2:10][CH2:9]1)[C:2]1[CH:7]=[CH:6][CH:5]=[CH:4][CH:3]=1.[H-].[Al+3].[Li+].[H-].[H-].[H-].O>O1CCCC1>[NH2:14][CH2:12][CH:11]1[CH2:10][CH2:9][N:8]([CH2:1][C:2]2[CH:7]=[CH:6][CH:5]=[CH:4][CH:3]=2)[CH2:16][CH2:15]1 |f:1.2.3.4.5.6|. Procedure details: To a solution of 2.2 g of 1-benzylisonipecotamide in 50 ml of tetrahydrofuran was added 1.58 g of lithium aluminum hydride at 0° C. and the resulting mixture was heated under reflux for 2 hours. Then the reaction mixture was cooled to 0° C. After adding water and a 10% aqueous solution of sodium hydroxide, the insoluble matters were filtered off. After distilling off the solvent under reduced pressure, 2.0 g of the title compound was obtained as a brown oily substance. The reactants are N1(CCCCC1)C=1C=C2CCC(C2=CC1)NC(=O)NC1=C2C=NN(C2=CC=C1)C(=O)OC (methyl 4-({[(5-piperidin-1-yl-2,3-dihydro-1H-inden-1-yl)amino]carbonyl}amino)-1H-indazole-1-carboxylate), N1(N=CC2=CC=CC=C12)C(=O)[O-] (1H-indazole-1-carboxylate). Product: N1N=CC2=C(C=CC=C12)NC(=O)NC1CCC2=CC(=CC=C12)N1CCCCC1 (N-1H-indazol-4-yl-N′-(5-piperidin-1-yl-2,3-dihydro-1H-inden-1-yl)urea). RXN SMILES: [N:1]1([C:7]2[CH:8]=[C:9]3[C:13](=[CH:14][CH:15]=2)[CH:12]([NH:16][C:17]([NH:19][C:20]2[CH:28]=[CH:27][CH:26]=[C:25]4[C:21]=2[CH:22]=[N:23][N:24]4C(OC)=O)=[O:18])[CH2:11][CH2:10]3)[CH2:6][CH2:5][CH2:4][CH2:3][CH2:2]1.N1(C([O-])=O)C2C(=CC=CC=2)C=N1>>[NH:24]1[C:25]2[C:21](=[C:20]([NH:19][C:17]([NH:16][CH:12]3[C:13]4[C:9](=[CH:8][C:7]([N:1]5[CH2:6][CH2:5][CH2:4][CH2:3][CH2:2]5)=[CH:15][CH:14]=4)[CH2:10][CH2:11]3)=[O:18])[CH:28]=[CH:27][CH:26]=2)[CH:22]=[N:23]1. Procedure details: The title compound was prepared using the procedure in Example 9, except using methyl 4-({[(5-piperidin-1-yl-2,3-dihydro-1H-inden-1-yl)amino]carbonyl}amino)-1H-indazole-1-carboxylate instead of methyl 4-({[5-tert-butyl-2,3-dihydro-1H-inden-1-yl]amino}carbonyl)amino]-1H-indazole-1-carboxylate. 1H NMR (DMSO-d6) δ 1.09 (t, 1.2H, Et2O), 1.40-2.20 (br m, 7H), 2.52-2.59 (m, 1H), 2.84-2.96 (m, 1H), 2.96-3.07 (m, 1H), 3.38 (q, 0.8H, Et2O), 3.52 (m, 4H), 5.24 (m, 1H), 5.76 (s, 0.2H, CH2Cl2), 7.05 (d, 1H)... Starting materials: C#CC1C(C)OC(C)(C)N1C(=O)OC(C)(C)C, CO. Yields the product C#CC(NC(=O)OC(C)(C)C)C(C)O. As a reaction SMILES: [C:1](=[O:2])([O:3][C:4]([CH3:5])([CH3:6])[CH3:7])[N:8]1[C:9]([CH3:16])([CH3:17])[O:10][CH:11]([CH3:15])[CH:12]1[C:13]#[CH:14].[CH3:18][OH:19]>>[C:1](=[O:2])([O:3][C:4]([CH3:5])([CH3:6])[CH3:7])[NH:8][CH:12]([CH:11]([OH:10])[CH3:15])[C:13]#[CH:14]. The reactants are CN=C=O (Methylisocyanate), CN(C)CC1=CC=C(O1)CSCCN (2-[[[5-(dimethylamino)methyl-2-furanyl]methyl]thio]ethanamine). Solvent: C(C)#N (acetonitrile). Yields the product CN(C)CC1=CC=C(O1)CSCCNC(=O)NC (N-[2-[[[5-(dimethylamino)methyl-2-furanyl]methyl]thio]ethyl]-N'-methylurea). RXN SMILES: [CH3:1][N:2]=[C:3]=[O:4].[CH3:5][N:6]([CH2:8][C:9]1[O:13][C:12]([CH2:14][S:15][CH2:16][CH2:17][NH2:18])=[CH:11][CH:10]=1)[CH3:7]>C(#N)C>[CH3:7][N:6]([CH2:8][C:9]1[O:13][C:12]([CH2:14][S:15][CH2:16][CH2:17][NH:18][C:3]([NH:2][CH3:1])=[O:4])=[CH:11][CH:10]=1)[CH3:5]. Procedure: Methylisocyanate (0.33 g) was added to a suspension of 2-[[[5-(dimethylamino)methyl-2-furanyl]methyl]thio]ethanamine, phthalhydrazide complex (2 g) in acetonitrile (50 ml). After 2 hr the solution was filtered and the filtrate evaporated to give an oil which was purified by column chromatography (silica/methanol) to give N-[2-[[[5-(dimethylamino)methyl-2-furanyl]methyl]thio]ethyl]-N'-methylurea. Analysis Found: C, 52.38; H, 7.61; N, 15.25. C12H21N3O2S.1/4H2O requires: C, 52.24; H, 7.76; N, 15.32... Reactants: C(=O)(O)[O-].[Na+] (NaHCO3), S(=O)(Cl)Cl (thionyl chloride), ClC1=CC=C(C=C1)C=1C=CC(=NC1)C#CC=1C=C2C=CC(=CC2=CC1)CO ({6-[5-(4-chloro-phenyl)-pyridin-2-ylethynyl]-naphthalen-2-yl}-methanol), ice water, N1CCCC1 (pyrrolidine). Solvent: C(Cl)Cl (DCM), C(Cl)Cl (DCM). Run at time 1 hour. Product: ClC1=CC=C(C=C1)C=1C=CC(=NC1)C#CC1=CC2=CC=C(C=C2C=C1)CN1CCCC1 (5-(4-chloro-phenyl)-2-(6-pyrrolidin-1-ylmethyl-naphthalen-2-ylethynyl)-pyridine). As a reaction SMILES: S(Cl)(Cl)=O.[Cl:5][C:6]1[CH:11]=[CH:10][C:9]([C:12]2[CH:13]=[CH:14][C:15]([C:18]#[C:19][C:20]3[CH:21]=[C:22]4[C:27](=[CH:28][CH:29]=3)[CH:26]=[C:25]([CH2:30]O)[CH:24]=[CH:23]4)=[N:16][CH:17]=2)=[CH:8][CH:7]=1.C([O-])(O)=O.[Na+].[NH:37]1[CH2:41][CH2:40][CH2:39][CH2:38]1>C(Cl)Cl>[Cl:5][C:6]1[CH:11]=[CH:10][C:9]([C:12]2[CH:13]=[CH:14][C:15]([C:18]#[C:19][C:20]3[CH:29]=[CH:28][C:27]4[C:22](=[CH:23][CH:24]=[C:25]([CH2:30][N:37]5[CH2:41][CH2:40][CH2:39][CH2:38]5)[CH:26]=4)[CH:21]=3)=[N:16][CH:17]=2)=[CH:8][CH:7]=1 |f:2.3|. Reported procedure: 58 μL (0.80 mmol) thionyl chloride are added at 0° C. to a solution of 148 mg (0.40 mmol) {6-[5-(4-chloro-phenyl)-pyridin-2-ylethynyl]-naphthalen-2-yl}-methanol in 5 mL DCM. The solution is heated to RT and stirred for 1 h at this temperature. The reaction mixture is diluted with 30 mL DCM, combined with ice water, made alkaline with saturated NaHCO3 solution and the organic phase is washed with water. The organic phase is dried over MgSO4 and filtered. 0.10 mL (1.20 mmol) pyrrolidine are added ...